Dataset: the Open Reaction Database (ORD), a public repository of structured organic reaction records. Task: describe an organic reaction: reactants, conditions, products, and yield Yields the product COc1cc2c(c(OC(C)=O)c1)C1CCC3(C)C(=O)CCC3C1CC2. Reactants: CC(=O)Oc1cc(O)cc2c1C1CCC3(C)C(=O)CCC3C1CC2, CC(C)=O. Reaction SMILES: [C:1]([CH3:2])(=[O:3])[O:4][c:5]1[cH:6][c:7]([OH:24])[cH:8][c:9]2[c:22]1[CH:21]1[CH:12]([CH2:11][CH2:10]2)[CH:13]2[CH2:14][CH2:15][C:16](=[O:23])[C:17]2([CH3:18])[CH2:19][CH2:20]1.[CH3:25][C:26](=[O:27])[CH3:28]>>[C:1]([CH3:2])(=[O:3])[O:4][c:5]1[cH:6][c:7]([O:24][CH3:25])[cH:8][c:9]2[c:22]1[CH:21]1[CH:12]([CH2:11][CH2:10]2)[CH:13]2[CH2:14][CH2:15][C:16](=[O:23])[C:17]2([CH3:18])[CH2:19][CH2:20]1. Reactants: [OH-].[K+] (potassium hydroxide), O (water), C(C)C(CC)(C1=CC(=C(C=C1)C=1OC(=CC1)C(C)(C)O)C)C1=CC(=C(OC[C@H]2CCC(O2)=O)C=C1)C (5(R)-[4-(1-ethyl-1-{4-[5-(1-hydroxy-1-methyl-ethyl)-furan-2-yl]-3-methyl-phenyl}-propyl)-2-methyl-phenoxymethyl]-dihydro-furan-2-one). The solvent is CO (methanol). Run at time 1 hour. Yields the product C(C)C(CC)(C1=CC(=C(C=C1)C=1OC(=CC1)C(C)(C)O)C)C1=CC(=C(OC[C@@H](CCC(=O)O)O)C=C1)C (5-[4-(1-ethyl-1-{4-[5-(1-hydroxy-1-methyl-ethyl)-furan-2-yl]-3-methyl-phenyl}-propyl)-2-methyl-phenoxy]-4(R)-hydroxy-pentanoic Acid). The yield is 29.5%. As a reaction SMILES: [OH-:1].[K+].O.[CH2:4]([C:6]([C:25]1[CH:38]=[CH:37][C:28]([O:29][CH2:30][C@@H:31]2[O:35][C:34](=[O:36])[CH2:33][CH2:32]2)=[C:27]([CH3:39])[CH:26]=1)([C:9]1[CH:14]=[CH:13][C:12]([C:15]2[O:16][C:17]([C:20]([OH:23])([CH3:22])[CH3:21])=[CH:18][CH:19]=2)=[C:11]([CH3:24])[CH:10]=1)[CH2:7][CH3:8])[CH3:5]>CO>[CH2:4]([C:6]([C:25]1[CH:38]=[CH:37][C:28]([O:29][CH2:30][C@H:31]([OH:35])[CH2:32][CH2:33][C:34]([OH:36])=[O:1])=[C:27]([CH3:39])[CH:26]=1)([C:9]1[CH:14]=[CH:13][C:12]([C:15]2[O:16][C:17]([C:20]([OH:23])([CH3:22])[CH3:21])=[CH:18][CH:19]=2)=[C:11]([CH3:24])[CH:10]=1)[CH2:7][CH3:8])[CH3:5] |f:0.1|. Procedure: A 1 N potassium hydroxide aqueous solution (0.1 mL, 0.1 mmol) and water (0.1 mL) were added to a solution of 5(R)-[4-(1-ethyl-1-{4-[5-(1-hydroxy-1-methyl-ethyl)-furan-2-yl]-3-methyl-phenyl}-propyl)-2-methyl-phenoxymethyl]-dihydro-furan-2-one (Example 19-(3); 2.8 mg, 0.006 mmol) in methanol (1 mL) at room temperature, and the mixture was stirred at the same temperature for one hour. The reaction solution was directly purified by silica gel chromatography (dichloromethane/methanol=8/3, saturated w... Reactants: FC1=CC=C(CNC(=O)OC[C@@H]2CO[C@@H](CN2C(=O)OC(C)(C)C)CCC=2C(=NC=CC2)NC([C@@H](NC(=O)OC)C(C2=CC=CC=C2)C2=CC=CC=C2)=O)C=C1 (Tert-butyl (2R,5S)-5-({[(4-fluorobenzyl)carbamoyl]oxy}methyl)-2-[2-(2-{[N-(methoxycarbonyl)-β-phenyl-L-phenylalanyl]amino}pyridin-3-yl)ethyl]morpholine-4-carboxylate), C(Cl)Cl.C(=O)(C(F)(F)F)O (CH2Cl2 TFA). Conditions: time 1 hour. Product: FC1=CC=C(CNC(=O)OC[C@@H]2CO[C@@H](CN2)CCC=2C(=NC=CC2)NC([C@@H](NC(=O)OC)C(C2=CC=CC=C2)C2=CC=CC=C2)=O)C=C1 (N-(3-{2-[(2R,5S)-5-({[(4-fluorobenzyl)carbamoyl]oxy}methyl)morpholin-2-yl]ethyl}pyridin-2-yl)-Nα-(methoxycarbonyl)-β-phenyl-L-phenylalaninamide), C(=O)(C(F)(F)F)O (TFA). Reaction SMILES: [F:1][C:2]1[CH:56]=[CH:55][C:5]([CH2:6][NH:7][C:8]([O:10][CH2:11][C@H:12]2[N:17](C(OC(C)(C)C)=O)[CH2:16][C@@H:15]([CH2:25][CH2:26][C:27]3[C:28]([NH:33][C:34](=[O:54])[C@H:35]([CH:41]([C:48]4[CH:53]=[CH:52][CH:51]=[CH:50][CH:49]=4)[C:42]4[CH:47]=[CH:46][CH:45]=[CH:44][CH:43]=4)[NH:36][C:37]([O:39][CH3:40])=[O:38])=[N:29][CH:30]=[CH:31][CH:32]=3)[O:14][CH2:13]2)=[O:9])=[CH:4][CH:3]=1.C(Cl)Cl.[C:60]([OH:66])([C:62]([F:65])([F:64])[F:63])=[O:61]>>[F:1][C:2]1[CH:3]=[CH:4][C:5]([CH2:6][NH:7][C:8]([O:10][CH2:11][C@H:12]2[NH:17][CH2:16][C@@H:15]([CH2:25][CH2:26][C:27]3[C:28]([NH:33][C:34](=[O:54])[C@H:35]([CH:41]([C:48]4[CH:49]=[CH:50][CH:51]=[CH:52][CH:53]=4)[C:42]4[CH:43]=[CH:44][CH:45]=[CH:46][CH:47]=4)[NH:36][C:37]([O:39][CH3:40])=[O:38])=[N:29][CH:30]=[CH:31][CH:32]=3)[O:14][CH2:13]2)=[O:9])=[CH:55][CH:56]=1.[C:60]([OH:66])([C:62]([F:65])([F:64])[F:63])=[O:61] |f:1.2|. Procedure details: Tert-butyl (2R,5S)-5-({[(4-fluorobenzyl)carbamoyl]oxy}methyl)-2-[2-(2-{[N-(methoxycarbonyl)-β-phenyl-L-phenylalanyl]amino}pyridin-3-yl)ethyl]morpholine-4-carboxylate in a 1:1 mixture of CH2Cl2/TFA (0.1 M) was stirred at rt for 1 hr. The reaction mixture was concentrated under reduced pressure and the residue was co-evaporated twice with heptane and triturated in Et2O to afford the desired product as a TFA salt. Alternatively, the TFA salt, after concentration, could be neutralized with aqueous s... Starting materials: [OH-].[Na+] (sodium hydroxide), C(C=C)ON=C(CCC)C=1C(CCC(C1O)C1=CC=C(C=C1)OC)=O (2-[1-(allyloxyimino)-n-butyl]-3-hydroxy-4-(4-methoxyphenyl)-cyclohex-2-en-1-one). Run in CC(=O)C (acetone). Reaction conditions: time 5 minute. Product: C(C=C)ON=C(CCC)C=1C(CCC(C1OC(C1=CC=CC=C1)=O)C1=CC=C(C=C1)OC)=O (2-[1-(allyloxyimino)-n-butyl]-3-benzoyloxy-4-(4-methoxyphenyl)-cyclohex-2-en-1-one). RXN SMILES: [OH-:1].[Na+].[CH2:3]([O:6][N:7]=[C:8]([C:12]1[C:13](=[O:27])[CH2:14][CH2:15][CH:16]([C:19]2[CH:24]=[CH:23][C:22]([O:25][CH3:26])=[CH:21][CH:20]=2)[C:17]=1[OH:18])[CH2:9][CH2:10][CH3:11])[CH:4]=[CH2:5]>CC(C)=O>[CH2:3]([O:6][N:7]=[C:8]([C:12]1[C:13](=[O:27])[CH2:14][CH2:15][CH:16]([C:19]2[CH:24]=[CH:23][C:22]([O:25][CH3:26])=[CH:21][CH:20]=2)[C:17]=1[O:18][C:8](=[O:1])[C:12]1[CH:13]=[CH:14][CH:15]=[CH:16][CH:17]=1)[CH2:9][CH2:10][CH3:11])[CH:4]=[CH2:5] |f:0.1|. Reported procedure: Aqueous 1% sodium hydroxide (14 ml) was added to a stirred solution of 2-[1-(allyloxyimino)-n-butyl]-3-hydroxy-4-(4-methoxyphenyl)-cyclohex-2-en-1-one (1.2 g) in acetone (150 ml). The mixture was stirred at ambient temperature for 5 minutes and then benzoyl choloride (0.5 g) was added dropwise. After 30 minutes, the mixture was evaporated in vacuo and the residue purified on a silica gel column using 10% v/v diethyl ether- methylene chloride as eluant to give the title compound (1 g) as a colour... Starting materials: OCCCCO, O=C1C=CC(=O)O1, O. Product: O=C1C=CC(=O)OCCCCO1. As a reaction SMILES: [CH2:8]([CH2:9][CH2:10][CH2:11][OH:12])[OH:13].[O:1]=[C:2]1[O:3][C:4](=[O:5])[CH:6]=[CH:7]1.[OH2:14]>>[O:1]=[C:2]1[CH:7]=[CH:6][C:4](=[O:5])[O:3][CH2:8][CH2:9][CH2:10][CH2:11][O:12]1.